From a dataset of the Open Reaction Database (ORD), a public repository of structured organic reaction records. describe an organic reaction: reactants, conditions, products, and yield The reactants are COC(=O)c1c(OC)cc(OC)nc1C(F)(F)F, CO, [Na+], [OH-]. Product: COc1cc(OC)c(C(=O)O)c(C(F)(F)F)n1. Reaction SMILES: [CH3:1][O:2][c:3]1[c:4]([C:15](=[O:16])[O:17][CH3:18])[c:5]([C:11]([F:12])([F:13])[F:14])[n:6][c:7]([O:9][CH3:10])[cH:8]1.[CH3:21][OH:22].[Na+:20].[OH-:19]>>[CH3:1][O:2][c:3]1[c:4]([C:15](=[O:16])[OH:17])[c:5]([C:11]([F:12])([F:13])[F:14])[n:6][c:7]([O:9][CH3:10])[cH:8]1. Starting materials: [Br-], [Cl-], CON(C)C(=O)c1cn(-c2ccc(Cl)cc2)c(-c2ccccc2Cl)n1, Fc1ccc([Mg+])cc1, [NH4+]. The product is O=C(c1ccc(F)cc1)c1cn(-c2ccc(Cl)cc2)c(-c2ccccc2Cl)n1. As a reaction SMILES: [Br-:26].[Cl-:35].[Cl:1][c:2]1[c:3](-[c:8]2[n:9](-[c:19]3[cH:20][cH:21][c:22]([Cl:25])[cH:23][cH:24]3)[cH:10][c:11]([C:13](=[O:14])[N:15]([O:16][CH3:17])[CH3:18])[n:12]2)[cH:4][cH:5][cH:6][cH:7]1.[F:27][c:28]1[cH:29][cH:30][c:31]([Mg+:34])[cH:32][cH:33]1.[NH4+:36]>>[Cl:1][c:2]1[c:3](-[c:8]2[n:9](-[c:19]3[cH:20][cH:21][c:22]([Cl:25])[cH:23][cH:24]3)[cH:10][c:11]([C:13](=[O:14])[c:31]3[cH:30][cH:29][c:28]([F:27])[cH:33][cH:32]3)[n:12]2)[cH:4][cH:5][cH:6][cH:7]1. Starting materials: O=C(C=Cc1ccccc1)NCc1ccc(C(=O)O)cc1, Nc1ccc(F)cc1N, C1CCOC1, O=C(O)C(F)(F)F. The product is Nc1cc(F)ccc1NC(=O)c1ccc(CNC(=O)C=Cc2ccccc2)cc1. Reaction SMILES: [C:1]([CH:2]=[CH:3][c:4]1[cH:5][cH:6][cH:7][cH:8][cH:9]1)(=[O:10])[NH:11][CH2:12][c:13]1[cH:14][cH:15][c:16]([C:17](=[O:18])[OH:19])[cH:20][cH:21]1.[F:22][c:23]1[cH:24][c:25]([NH2:30])[c:26]([NH2:29])[cH:27][cH:28]1.[O:38]1[CH2:39][CH2:40][CH2:41][CH2:42]1.[OH:31][C:32]([C:33]([F:34])([F:35])[F:36])=[O:37]>>[C:1]([CH:2]=[CH:3][c:4]1[cH:5][cH:6][cH:7][cH:8][cH:9]1)(=[O:10])[NH:11][CH2:12][c:13]1[cH:14][cH:15][c:16]([C:17](=[O:19])[NH:29][c:26]2[c:25]([NH2:30])[cH:24][c:23]([F:22])[cH:28][cH:27]2)[cH:20][cH:21]1. Reactants: ClC=1C=CC2=C(C=CN3C(C2)=NN=C3S(=O)(=O)C)C1 (8-chloro-3-methylsulfonyl-11H-s-triazolo[3,4-b][3]benzazepine), C[O-].[Na+] (sodium methoxide). Product: ClC=1C=CC2=C(C=CN3C(C2)=NN=C3OC)C1 (8-chloro-3-methoxy-11H-s-triazolo[3,4-b][3]benzazepine). RXN SMILES: [Cl:1][C:2]1[CH:3]=[CH:4][C:5]2[CH2:11][C:10]3=[N:12][N:13]=[C:14](S(C)(=O)=O)[N:9]3[CH:8]=[CH:7][C:6]=2[CH:19]=1.[CH3:20][O-:21].[Na+]>>[Cl:1][C:2]1[CH:3]=[CH:4][C:5]2[CH2:11][C:10]3=[N:12][N:13]=[C:14]([O:21][CH3:20])[N:9]3[CH:8]=[CH:7][C:6]=2[CH:19]=1 |f:1.2|. Reported procedure: The reaction of 8-chloro-3-methylsulfonyl-11H-s-triazolo[3,4-b][3]benzazepine with sodium methoxide yielded 8-chloro-3-methoxy-11H-s-triazolo[3,4-b][3]benzazepine. Colorless needles (as recrystallized from aqueous acetone), melting point: 177°-178° C. Yields the product CC(C)=CCCC(C)=CCCC(C)=CC=O. Reactants: [Al+3], C1CCCCC1, CC(C)[O-], CC(C)=CCCC(C)=CCCC(C)=CCO, CC(C)[O-], CC(C)[O-], CCCCCC, Cl, O=Cc1cccc([N+](=O)[O-])c1. As a reaction SMILES: [Al+3:21].[CH2:42]1[CH2:43][CH2:44][CH2:45][CH2:46][CH2:47]1.[CH3:17][CH:18]([CH3:19])[O-:20].[CH3:1][C:2](=[CH:3][CH2:4][OH:5])[CH2:6][CH2:7][CH:8]=[C:9]([CH2:10][CH2:11][CH:12]=[C:13]([CH3:14])[CH3:15])[CH3:16].[CH3:22][CH:23]([CH3:24])[O-:25].[CH3:26][CH:27]([CH3:28])[O-:29].[CH3:48][CH2:49][CH2:50][CH2:51][CH2:52][CH3:53].[ClH:41].[N+:30]([c:31]1[cH:32][c:33]([CH:37]=[O:38])[cH:34][cH:35][cH:36]1)([O-:39])=[O:40]>>[CH3:1][C:2](=[CH:3][CH:4]=[O:5])[CH2:6][CH2:7][CH:8]=[C:9]([CH2:10][CH2:11][CH:12]=[C:13]([CH3:14])[CH3:15])[CH3:16]. Reactants: C(C)N1C=C(C(C2=CC(=C(C=C12)Cl)Br)=O)C(=O)O (1-ethyl-6-bromo-7-chloro-1,4-dihydro-4-oxoquinoline-3-carboxylic acid), N1CCNCC1 (piperazine). Solvent: N1=CC=CC=C1 (pyridine). The product is Cl.C(C)N1CC(C(C2=CC(=C(C=C12)N1CCNCC1)Br)=O)C(=O)O (1-ethyl-6-bromo-dihydro-4-oxo-7-(1-piperazinyl)quinoline-3-carboxylic acid hydrochloride). The yield is 67.0%. Reaction SMILES: [CH2:1]([N:3]1[C:12]2[C:7](=[CH:8][C:9]([Br:14])=[C:10]([Cl:13])[CH:11]=2)[C:6](=[O:15])[C:5]([C:16]([OH:18])=[O:17])=[CH:4]1)[CH3:2].[NH:19]1[CH2:24][CH2:23][NH:22][CH2:21][CH2:20]1>N1C=CC=CC=1>[ClH:13].[CH2:1]([N:3]1[C:12]2[C:7](=[CH:8][C:9]([Br:14])=[C:10]([N:19]3[CH2:24][CH2:23][NH:22][CH2:21][CH2:20]3)[CH:11]=2)[C:6](=[O:15])[CH:5]([C:16]([OH:18])=[O:17])[CH2:4]1)[CH3:2] |f:3.4|. Procedure details: A mixture of 1-ethyl-6-bromo-7-chloro-1,4-dihydro-4-oxoquinoline-3-carboxylic acid 1.65 g, piperazine 2.15 g and pyridine 2 ml was refluxed for 12 hours by heating. The reaction mixture was evaporated under vacuum and dissolved in aqueous acetic acid. The insoluble matters were removed by filtration. The filtrate was neutralized with an aqueous solution of NaOH. The precipitated crystals were collected by filtration and washed with water. The precipitate was recrystallized from a mixed solvent o... The reactants are BrC=1C(=C(N)C=CC1)OC (3-bromo-2-methoxyaniline), C(=O)(O)C=1C=C(C=CC1)B(O)O (3-carboxyphenylboronic acid), C([O-])([O-])=O.[K+].[K+] (potassium carbonate). The reagents and catalysts are C1=CC=C(C=C1)P(C2=CC=CC=C2)C3=CC=CC=C3.C1=CC=C(C=C1)P(C2=CC=CC=C2)C3=CC=CC=C3.Cl[Pd]Cl (bis(triphenylphosphine)palladium(II)chloride). The solvent is C(C)O (ethanol), O (water). Run at time 28 hour. The product is NC=1C(=C(C=CC1)C1=CC(=CC=C1)C(=O)O)OC (3′-amino-2′-methoxybiphenyl-3-carboxylic acid). RXN SMILES: Br[C:2]1[C:3]([O:9][CH3:10])=[C:4]([CH:6]=[CH:7][CH:8]=1)[NH2:5].[C:11]([C:14]1[CH:15]=[C:16](B(O)O)[CH:17]=[CH:18][CH:19]=1)([OH:13])=[O:12].C(=O)([O-])[O-].[K+].[K+]>C(O)C.O.C1C=CC(P(C2C=CC=CC=2)C2C=CC=CC=2)=CC=1.C1C=CC(P(C2C=CC=CC=2)C2C=CC=CC=2)=CC=1.Cl[Pd]Cl>[NH2:5][C:4]1[C:3]([O:9][CH3:10])=[C:2]([C:18]2[CH:17]=[CH:16][CH:15]=[C:14]([C:11]([OH:13])=[O:12])[CH:19]=2)[CH:8]=[CH:7][CH:6]=1 |f:2.3.4,7.8.9|. Procedure details: A mixture of 3-bromo-2-methoxyaniline (3 g), 3-carboxyphenylboronic acid (2.94 g), bis(triphenylphosphine)palladium(II)chloride [PdCl2(PPh3)2] (0.30 g) and potassium carbonate (5.2 g) in ethanol (100 mL) and water (20 mL) was heated to about reflux temperature and stirred for about 28 hours. The hot mixture was filtered to remove the catalyst. The clear filtrate was concentrated under vacuum. To the residue, water (50 mL) and methanol (50 mL) was added, acidified to pH 3-5 using hydrochloric aci... Reactants: C1(CC1)C1=NC2=C(N1C)C=C(C=C2)N2C(C=C(C=C2)O)=O (1-(2-cyclopropyl-1-methyl-1H-benzo[d]imidazol-6-yl)-4-hydroxypyridin-2(1H)-one), FC1=CC=C(S1)CO ((5-fluorothiophen-2-yl)methanol), C(CCC)P(CCCC)CCCC (tributylphosphine), N(=NC(=O)N1CCCCC1)C(=O)N1CCCCC1 (1,1′-(azodicarbonyl)dipiperidine), [Cl-].[Cl-].[Ca+2] (CaCl2). The solvent is C1CCOC1 (THF). Product: C1(CC1)C1=NC2=C(N1C)C=C(C=C2)N2C(C=C(C=C2)OCC=2SC(=CC2)F)=O (1-(2-Cyclopropyl-1-methyl-1H-benzimidazol-6-yl)-4-((5-fluorothiophen-2-yl)methoxy)pyridin-2(1H)-one). Isolated yield 23.1%. RXN SMILES: [CH:1]1([C:4]2[N:8]([CH3:9])[C:7]3[CH:10]=[C:11]([N:14]4[CH:19]=[CH:18][C:17]([OH:20])=[CH:16][C:15]4=[O:21])[CH:12]=[CH:13][C:6]=3[N:5]=2)[CH2:3][CH2:2]1.[F:22][C:23]1[S:27][C:26]([CH2:28]O)=[CH:25][CH:24]=1.C(P(CCCC)CCCC)CCC.N(C(N1CCCCC1)=O)=NC(N1CCCCC1)=O.[Cl-].[Cl-].[Ca+2]>C1COCC1>[CH:1]1([C:4]2[N:8]([CH3:9])[C:7]3[CH:10]=[C:11]([N:14]4[CH:19]=[CH:18][C:17]([O:20][CH2:28][C:26]5[S:27][C:23]([F:22])=[CH:24][CH:25]=5)=[CH:16][C:15]4=[O:21])[CH:12]=[CH:13][C:6]=3[N:5]=2)[CH2:2][CH2:3]1 |f:4.5.6|. Procedure: A mixture of 1-(2-cyclopropyl-1-methyl-1H-benzo[d]imidazol-6-yl)-4-hydroxypyridin-2(1H)-one (400 mg), (5-fluorothiophen-2-yl)methanol (376 mg), tributylphosphine (1.07 ml), 1,1′-(azodicarbonyl)dipiperidine (1.08 g) and THF (40 ml) was stirred at 60° C. under a dry atmosphere (CaCl2 tube) for 3 h. After solvent was evaporated, the residue was purified by silica gel column chromatography (hexane/EtOAc then EtOAc/MeOH), followed by preparative HPLC (C18, mobile phase: H2O/CH3CN (0.1% TFA included))... Reactants: C1CCOC1, COC(=O)c1c(F)cccc1[Zn]I, N#Cc1ncc(I)cc1F. Yields the product COC(=O)c1c(F)cccc1-c1cnc(C#N)c(F)c1. Reaction SMILES: [CH2:24]1[O:25][CH2:26][CH2:27][CH2:28]1.[F:11][c:12]1[c:13]([C:20](=[O:21])[O:22][CH3:23])[c:14]([Zn:18][I:19])[cH:15][cH:16][cH:17]1.[F:1][c:2]1[c:3]([C:9]#[N:10])[n:4][cH:5][c:6]([I:8])[cH:7]1>>[F:1][c:2]1[c:3]([C:9]#[N:10])[n:4][cH:5][c:6](-[c:14]2[c:13]([C:20](=[O:21])[O:22][CH3:23])[c:12]([F:11])[cH:17][cH:16][cH:15]2)[cH:7]1.